This data is from the Open Reaction Database (ORD), a public repository of structured organic reaction records. The task is: describe an organic reaction: reactants, conditions, products, and yield Starting materials: C1(CCCCC1)N=C=NC1CCCCC1 (N,N'-dicyclohexylcarbodiimide), NC(CCN1CCCCC1)C1=CC=CC=C1 (1-(3-amino-3-phenylpropyl)piperidine), N1=C(CC(=O)O)C=CC2=CC=CC=C12 (quinaldinic acid), O.ON1N=NC2=C1C=CC=C2 (1-hydroxybenzotriazole monohydrate). Solvent: C(C)(=O)OCC (ethyl acetate), C(C)(=O)OCC (ethyl acetate), C(C)(=O)OCC (ethyl acetate). Run at time 2 hour. Yields the product C1(=CC=CC=C1)C(CCN1CCCCC1)NC(=O)CC1=NC2=CC=CC=C2C=C1 (N-(1-phenyl-3-piperidinopropyl)quinaldinamide). The yield is 79.2%. Reaction SMILES: [N:1]1[C:14]2[C:9](=[CH:10][CH:11]=[CH:12][CH:13]=2)[CH:8]=[CH:7][C:2]=1[CH2:3][C:4]([OH:6])=O.O.ON1C2C=CC=CC=2N=N1.C1(N=C=NC2CCCCC2)CCCCC1.[NH2:41][CH:42]([C:51]1[CH:56]=[CH:55][CH:54]=[CH:53][CH:52]=1)[CH2:43][CH2:44][N:45]1[CH2:50][CH2:49][CH2:48][CH2:47][CH2:46]1>C(OCC)(=O)C>[C:51]1([CH:42]([NH:41][C:4]([CH2:3][C:2]2[CH:7]=[CH:8][C:9]3[C:14](=[CH:13][CH:12]=[CH:11][CH:10]=3)[N:1]=2)=[O:6])[CH2:43][CH2:44][N:45]2[CH2:50][CH2:49][CH2:48][CH2:47][CH2:46]2)[CH:52]=[CH:53][CH:54]=[CH:55][CH:56]=1 |f:1.2|. Procedure details: To a solution of 1.73 g (10 mmol.) of quinaldinic acid and 1.53 g (10 mmol.) of 1-hydroxybenzotriazole monohydrate in 50 ml of ethyl acetate was dropwise added over a period of 20 min. under chilling with ice a solution of 2.06 g (10 mmol.) of N,N'-dicyclohexylcarbodiimide in 10 ml of ethyl acetate. After the addition was complete, the resulting mixture was stirred for 2 hours at room temperature and chilled with ice. To the chilled mixture was dropwise added over a period of 30 min. a solution ... Starting materials: BrC=1C=C(C(N(C1)C)=O)NC1=NC=CN=C1 (5-Bromo-1-methyl-3-(pyrazin-2-ylamino)pyridin-2(1H)-one), C(C)(=O)OCC=1C(=NC=CC1B1OC(C(O1)(C)C)(C)C)N1C(C2=C(C=C(C=C2C=N1)C(C)(C)C)F)=O ((2-(6-tert-butyl-8-fluoro-1-oxophthalazin-2(1H)-yl)-4-(4,4,5,5-tetramethyl-1,3,2-dioxaborolan-2-yl)pyridin-3-yl)methyl acetate), [O-]P(=O)([O-])[O-].[K+].[K+].[K+] (K3PO4), O.O.O.C(C)(=O)[O-].[Na+] (sodium acetate trihydrate). The reagents and catalysts are C1=CC=C(C=C1)P([C-]2C=CC=C2)C3=CC=CC=C3.C1=CC=C(C=C1)P([C-]2C=CC=C2)C3=CC=CC=C3.Cl[Pd]Cl.[Fe+2] (Pd(dppf)Cl2). Solvent: O (water), C(C)#N (acetonitrile). Reaction conditions: temperature 100 celsius. The product is C(C)(=O)OCC=1C(=NC=CC1C1=CN(C(C(=C1)NC1=NC=CN=C1)=O)C)N1C(C2=C(C=C(C=C2C=N1)C(C)(C)C)F)=O ((2-(6-tert-Butyl-8-fluoro-1-oxophthalazin-2(1H)-yl)-4-(1-methyl-6-oxo-5-(pyrazin-2-ylamino)-1,6-dihydropyridin-3-yl)pyridin-3-yl)methyl Acetate). Isolated yield 52.7%. Reaction SMILES: Br[C:2]1[CH:3]=[C:4]([NH:10][C:11]2[CH:16]=[N:15][CH:14]=[CH:13][N:12]=2)[C:5](=[O:9])[N:6]([CH3:8])[CH:7]=1.[C:17]([O:20][CH2:21][C:22]1[C:23]([N:37]2[N:46]=[CH:45][C:44]3[C:39](=[C:40]([F:51])[CH:41]=[C:42]([C:47]([CH3:50])([CH3:49])[CH3:48])[CH:43]=3)[C:38]2=[O:52])=[N:24][CH:25]=[CH:26][C:27]=1B1OC(C)(C)C(C)(C)O1)(=[O:19])[CH3:18].[O-]P([O-])([O-])=O.[K+].[K+].[K+].O.O.O.C([O-])(=O)C.[Na+]>C1C=CC(P(C2C=CC=CC=2)[C-]2C=CC=C2)=CC=1.C1C=CC(P(C2C=CC=CC=2)[C-]2C=CC=C2)=CC=1.Cl[Pd]Cl.[Fe+2].O.C(#N)C>[C:17]([O:20][CH2:21][C:22]1[C:23]([N:37]2[N:46]=[CH:45][C:44]3[C:39](=[C:40]([F:51])[CH:41]=[C:42]([C:47]([CH3:49])([CH3:48])[CH3:50])[CH:43]=3)[C:38]2=[O:52])=[N:24][CH:25]=[CH:26][C:27]=1[C:2]1[CH:3]=[C:4]([NH:10][C:11]2[CH:16]=[N:15][CH:14]=[CH:13][N:12]=2)[C:5](=[O:9])[N:6]([CH3:8])[CH:7]=1)(=[O:19])[CH3:18] |f:2.3.4.5,6.7.8.9.10,11.12.13.14|. Procedure details: A 50-mL round-bottomed flask equipped with a reflux condenser was charged with 160a (140 mg, 0.50 mmol), 3-(acetoxymethyl)-2-(6-tert-butyl-8-fluoro-1-oxophthalazin-2(1H)-yl)pyridin-4-ylboronic acid 116c (410 mg, 1.0 mmol), Pd(dppf)Cl2 (25 mg, 0.025 mmol), K3PO4 (220 mg, 1.0 mmol), sodium acetate trihydrate (136 mg, 1.0 mmol), acetonitrile (15 mL), and water (0.5 mL). The system was evacuated and refilled with N2. The reaction mixture was heated at 100° C. for 1 h. It was then cooled to room temp... Starting materials: CCCc1nc(CO)c(C)[nH]1, O=[N+]([O-])O. Product: CCCc1nc(C=O)c(C)[nH]1. As a reaction SMILES: [CH3:1][c:2]1[c:3]([CH2:10][OH:11])[n:4][c:5]([CH2:7][CH2:8][CH3:9])[nH:6]1.[OH:12][N+:13](=[O:14])[O-:15]>>[CH3:1][c:2]1[c:3]([CH:10]=[O:11])[n:4][c:5]([CH2:7][CH2:8][CH3:9])[nH:6]1. Starting materials: NC1=C2N=CNC2=NC(=N1)NCCNC(OC(C)(C)C)=O (tert-butyl (2-((6-amino-9H-purin-2-yl)amino)ethyl)carbamate), Cl[Sn](Cl)(Cl)Cl (SnCl4), C(C)(=O)O[C@@H]1O[C@@H]([C@H]([C@H]1OC(C)=O)OC(C)=O)C[C@H](CC[C@@H](C(=O)OC(C)(C)C)NS(=O)(=O)C1=CC=C(C=C1)C)N=[N+]=[N-] ((2S,3R,4R,5R)-5-((2S,5S)-2-azido-6-(tert-butoxy)-5-(4-methylphenylsulfonamido)-6-oxohexyl)tetrahydrofuran-2,3,4-triyl triacetate). The solvent is ClC(C)Cl (dichloroethane). Conditions: time 16 hour. Product: C(C)(=O)O[C@H]1[C@@H](O[C@@H]([C@H]1OC(C)=O)C[C@H](CC[C@@H](C(=O)OC(C)(C)C)NS(=O)(=O)C1=CC=C(C=C1)C)N=[N+]=[N-])N1C2=NC(=NC(=C2N=C1)N)NCCNC(=O)OC(C)(C)C ((2R,3R,4R,5R)-2-(6-amino-2-((2-((tert-butoxycarbonyl)amino)ethyl)amino)-9H-purin-9-yl)-5-((2S,5S)-2-azido-6-(tert-butoxy)-5-(4-methylphenylsulfonamido)-6-oxohexyl)tetrahydrofuran-3,4-diyl diacetate). RXN SMILES: [NH2:1][C:2]1[N:10]=[C:9]([NH:11][CH2:12][CH2:13][NH:14][C:15](=[O:21])[O:16][C:17]([CH3:20])([CH3:19])[CH3:18])[N:8]=[C:7]2[C:3]=1[N:4]=[CH:5][NH:6]2.Cl[Sn](Cl)(Cl)Cl.C(O[C@H:31]1[C@H:35]([O:36][C:37](=[O:39])[CH3:38])[C@H:34]([O:40][C:41](=[O:43])[CH3:42])[C@@H:33]([CH2:44][C@@H:45]([N:67]=[N+:68]=[N-:69])[CH2:46][CH2:47][C@H:48]([NH:56][S:57]([C:60]2[CH:65]=[CH:64][C:63]([CH3:66])=[CH:62][CH:61]=2)(=[O:59])=[O:58])[C:49]([O:51][C:52]([CH3:55])([CH3:54])[CH3:53])=[O:50])[O:32]1)(=O)C>ClC(Cl)C>[C:37]([O:36][C@@H:35]1[C@H:34]([O:40][C:41](=[O:43])[CH3:42])[C@@H:33]([CH2:44][C@@H:45]([N:67]=[N+:68]=[N-:69])[CH2:46][CH2:47][C@H:48]([NH:56][S:57]([C:60]2[CH:65]=[CH:64][C:63]([CH3:66])=[CH:62][CH:61]=2)(=[O:58])=[O:59])[C:49]([O:51][C:52]([CH3:55])([CH3:54])[CH3:53])=[O:50])[O:32][C@H:31]1[N:6]1[CH:5]=[N:4][C:3]2[C:7]1=[N:8][C:9]([NH:11][CH2:12][CH2:13][NH:14][C:15]([O:16][C:17]([CH3:18])([CH3:20])[CH3:19])=[O:21])=[N:10][C:2]=2[NH2:1])(=[O:39])[CH3:38]. Procedure: To a mixture consisting of Compound 27A (10 molar equivalents) in an appropriate solvent is added SnCl4 (equimolar) in dichloroethane. A mixture consisting of (2S,3R,4R,5R)-5-((2S,5S)-2-azido-6-(tert-butoxy)-5-(4-methylphenylsulfonamido)-6-oxohexyl)tetrahydrofuran-2,3,4-triyl triacetate (limiting reagent, prepared in the manner of Rapoport et. al. as 25β) is added and the mixture stirred at room temperature for 16 hours. The mixture is partitioned between ethyl acetate and 0.5N Na2HPO4 and the o...